From a dataset of the Open Reaction Database (ORD), a public repository of structured organic reaction records. describe an organic reaction: reactants, conditions, products, and yield Reaction SMILES: [CH3:1][CH2:2][CH2:3][CH2:4][CH2:5][C:6]([OH:7])=[O:8].[O:17]=[CH:18][N:19]([CH3:20])[CH3:21].[OH:9][N:10]1[C:11](=[O:16])[CH2:12][CH2:13][C:14]1=[O:15]>>[CH3:1][CH2:2][CH2:3][CH2:4][CH2:5][C:6]([O:7][N:10]1[C:11](=[O:16])[CH2:12][CH2:13][C:14]1=[O:15])=[O:8]. Product: CCCCCC(=O)ON1C(=O)CCC1=O. Starting materials: CCCCCC(=O)O, CN(C)C=O, O=C1CCC(=O)N1O. The reactants are O (water), ClC=1C=C(N)C=CC1I (3-Chloro-4-iodoaniline), ClC1=CC(=C(C=C1)B(O)O)C ((4-chloro-2-methylphenyl)boronic acid), C(=O)([O-])[O-].[K+].[K+] (K2CO3). Reagents/catalysts: C1=CC=C(C=C1)P([C-]2C=CC=C2)C3=CC=CC=C3.C1=CC=C(C=C1)P([C-]2C=CC=C2)C3=CC=CC=C3.Cl[Pd]Cl.[Fe+2] (Pd(dppf)Cl2). The solvent is O1CCOCC1 (1,4-dioxane), CCOC(=O)C (EtOAc). Yields the product ClC1=C(C=CC(=C1)N)C1=C(C=C(C=C1)Cl)C (2,4′-dichloro-2′-methyl-[1,1′-biphenyl]-4-amine). Reaction SMILES: [Cl:1][C:2]1[CH:3]=[C:4]([CH:6]=[CH:7][C:8]=1I)[NH2:5].[Cl:10][C:11]1[CH:16]=[CH:15][C:14](B(O)O)=[C:13]([CH3:20])[CH:12]=1.C([O-])([O-])=O.[K+].[K+].O>O1CCOCC1.CCOC(C)=O.C1C=CC(P(C2C=CC=CC=2)[C-]2C=CC=C2)=CC=1.C1C=CC(P(C2C=CC=CC=2)[C-]2C=CC=C2)=CC=1.Cl[Pd]Cl.[Fe+2]>[Cl:1][C:2]1[CH:3]=[C:4]([NH2:5])[CH:6]=[CH:7][C:8]=1[C:14]1[CH:15]=[CH:16][C:11]([Cl:10])=[CH:12][C:13]=1[CH3:20] |f:2.3.4,8.9.10.11|. Procedure: 3-Chloro-4-iodoaniline (3.0 g, 11.8 mmol), (4-chloro-2-methylphenyl)boronic acid (2.4 g, 14.2 mmol), Pd(dppf)Cl2 (1.0 g, 1.2 mmol), and K2CO3 (3.3 g, 23.7 mmol) were dissolved in 1,4-dioxane (40 mL) and water (10 mL) and the resulting mixture was heated to 80° C. After 16 h the resulting mixture was cooled to room temperature, diluted with EtOAc, washed with water and brine, dried (Na2SO4), and dry packed onto silica gel. Column chromatography yielded the title compound. Starting materials: CC(C)Nc1nc(C(F)(F)F)ccc1C=CC(=O)O, Cl, Cc1cc(CN)ccc1NS(C)(=O)=O. Yields the product Cc1cc(CNC(=O)C=Cc2ccc(C(F)(F)F)nc2NC(C)C)ccc1NS(C)(=O)=O. As a reaction SMILES: [CH:16]([CH3:17])([CH3:18])[NH:19][c:20]1[n:21][c:22]([C:31]([F:32])([F:33])[F:34])[cH:23][cH:24][c:25]1[CH:26]=[CH:27][C:28](=[O:29])[OH:30].[ClH:15].[NH2:1][CH2:2][c:3]1[cH:4][c:5]([CH3:14])[c:6]([NH:9][S:10](=[O:11])(=[O:12])[CH3:13])[cH:7][cH:8]1>>[NH:1]([CH2:2][c:3]1[cH:4][c:5]([CH3:14])[c:6]([NH:9][S:10](=[O:11])(=[O:12])[CH3:13])[cH:7][cH:8]1)[C:28]([CH:27]=[CH:26][c:25]1[c:20]([NH:19][CH:16]([CH3:17])[CH3:18])[n:21][c:22]([C:31]([F:32])([F:33])[F:34])[cH:23][cH:24]1)=[O:29]. Run at time 10 minute. Procedure: Sodium hydride (0.7 g, 0.0173 mol) was washed with hexanes then suspended in THF (8 mL). Diethyl cyanomethylphosphonate (3.07 g, 0.0173 mol) was added dropwise and stirred 10 minutes to give clear yellow solution. A solution of 11-5 (3.38 g, 0.0158 mol) in THF (20 mL) was added dropwise, the solution stirred for 0.5 hour, then heated to reflux for 0.5 hour. A solution of 6N HCL (3.4 mL) was added and the THF was removed under vacuum. The concentrated solution was diluted with Et2O and washed wit... RXN SMILES: [H-].[Na+].[C:3]([CH2:5]P(=O)(OCC)OCC)#[N:4].[Br:14][C:15]1[CH:24]=[CH:23][C:18]2[C:19](=O)[CH2:20][O:21][C:17]=2[CH:16]=1>C1COCC1>[Br:14][C:15]1[CH:24]=[CH:23][C:18]2[C:19]([CH2:5][C:3]#[N:4])=[CH:20][O:21][C:17]=2[CH:16]=1 |f:0.1|. Reactants: BrC1=CC2=C(C(CO2)=O)C=C1 (6-Bromo-benzofuran-3-one), C(#N)CP(OCC)(OCC)=O (Diethyl cyanomethylphosphonate), [H-].[Na+] (Sodium hydride). Solvent: C1CCOC1 (THF), C1CCOC1 (THF), hexanes. Product: BrC1=CC2=C(C(=CO2)CC#N)C=C1 ((6-Bromo-benzofuran-3-yl)-acetonitrile). Reactants: COC(CC=1SC=CC1)=O (2-thienylacetic acid methyl ester), C(C)(=O)OC(C)=O (acetic anhydride), OP(=O)(O)O (H3PO4). Yields the product COC(CC=1SC(=CC1)C(C)=O)=O (5-acetyl-2-thienylacetic acid methyl ester). RXN SMILES: [CH3:1][O:2][C:3](=[O:10])[CH2:4][C:5]1[S:6][CH:7]=[CH:8][CH:9]=1.[C:11](OC(=O)C)(=[O:13])[CH3:12].OP(O)(O)=O>>[CH3:1][O:2][C:3](=[O:10])[CH2:4][C:5]1[S:6][C:7]([C:11](=[O:13])[CH3:12])=[CH:8][CH:9]=1. Procedure details: A mixture of 2-thienylacetic acid methyl ester, 1.41 g. (0.01 mol) and acetic anhydride, 4.2 g. (0.04 mol) was heated at 70°-80° C. and 0.2 g. of 85% H3PO4 was added dropwise with mechanical stirring. The reaction was somewhat exothermic but cooling was not necessary. The mixture was maintained between 70°-80° C. for 3 hrs., and then, poured onto ice-water followed by extraction with ether. Organic layer was washed with water several times, dried over anhyd. MgSO4 and evaporated. The residue was... Reactants: FC(F)(F)C=1NC(C2=C(N1)C=CC=N2)=O (trifluoromethyl-3H-pyrido[3,2-d]pyrimidin-4-one), O=P(Cl)(Cl)Cl (POCl3), FC(C=1C=CC=2N=CNC(C2N1)=O)(F)F (6-Trifluoromethyl-3H-pyrido[3,2-d]pyrimidin-4-one). The product is ClC=1C2=C(N=CN1)C=CC(=N2)C(F)(F)F (4-Chloro-6-(trifluoromethyl)pyrido[3,2-d]pyrimidine), product. RXN SMILES: FC(C1NC(=O)C2N=CC=CC=2N=1)(F)F.O=P(Cl)(Cl)[Cl:18].[F:21][C:22]([F:35])([F:34])[C:23]1[CH:24]=[CH:25][C:26]2[N:27]=[CH:28][NH:29][C:30](=O)[C:31]=2[N:32]=1>>[Cl:18][C:30]1[C:31]2[N:32]=[C:23]([C:22]([F:35])([F:34])[F:21])[CH:24]=[CH:25][C:26]=2[N:27]=[CH:28][N:29]=1. Reported procedure: The title compound was prepared from trifluoromethyl-3H-pyrido[3,2-d]pyrimidin-4-one using the procedure described in Example 599, Step 2. A POCl3 (9.3 ml) suspension of 6-Trifluoromethyl-3H-pyrido[3,2-d]pyrimidin-4-one (1.0 g, 4.7 mmol) was heated at reflux for 4 hours, over which time the amber suspension became a clear, deep blue solution. The reaction was cooled to room temperature and concentrated under reduced pressure. The residue concentrated from dichloromethane 3× to remove residual PO... The reactants are N#Cc1cc(Br)ccc1N, COC(OC)N(C)C, CCCCCC. The product is CN(C)C=Nc1ccc(Br)cc1C#N. RXN SMILES: [C:1](#[N:2])[c:3]1[c:4]([NH2:5])[cH:6][cH:7][c:8]([Br:10])[cH:9]1.[CH3:11][O:12][CH:13]([N:14]([CH3:15])[CH3:16])[O:17][CH3:18].[CH3:19][CH2:20][CH2:21][CH2:22][CH2:23][CH3:24]>>[C:1](#[N:2])[c:3]1[c:4]([N:5]=[CH:13][N:14]([CH3:15])[CH3:16])[cH:6][cH:7][c:8]([Br:10])[cH:9]1. The reactants are COC(=O)CC1COc2cc(OCc3cccc(-c4ccc(OC5CCCCO5)cc4C)c3)ccc21, CO, O, Cc1ccc(S(=O)(=O)O)cc1. The product is COC(=O)CC1COc2cc(OCc3cccc(-c4ccc(O)cc4C)c3)ccc21. RXN SMILES: [CH3:1][c:2]1[c:3](-[c:15]2[cH:16][c:17]([CH2:21][O:22][c:23]3[cH:24][c:25]4[c:26]([cH:35][cH:36]3)[CH:27]([CH2:30][C:31](=[O:32])[O:33][CH3:34])[CH2:28][O:29]4)[cH:18][cH:19][cH:20]2)[cH:4][cH:5][c:6]([O:8][CH:9]2[CH2:10][CH2:11][CH2:12][CH2:13][O:14]2)[cH:7]1.[CH3:49][OH:50].[OH2:37].[c:38]1([CH3:39])[cH:40][cH:41][c:42]([S:43]([OH:44])(=[O:45])=[O:46])[cH:47][cH:48]1>>[CH3:1][c:2]1[c:3](-[c:15]2[cH:16][c:17]([CH2:21][O:22][c:23]3[cH:24][c:25]4[c:26]([cH:35][cH:36]3)[CH:27]([CH2:30][C:31](=[O:32])[O:33][CH3:34])[CH2:28][O:29]4)[cH:18][cH:19][cH:20]2)[cH:4][cH:5][c:6]([OH:8])[cH:7]1. Reactants: C(C)(C)(C)OC(=O)NC1C(CC=2C=CC(=CC2C1(CC)CC)OS(=O)(=O)C(F)(F)F)OC (Trifluoro-methanesulfonic acid 7-tert-butoxycarbonylamino-8,8-diethyl-6-methoxy-5,6,7,8-tetrahydro-naphthalen-2-yl ester), CN(C=O)C (N,N-dimethylformamide). The reagents and catalysts are [C-]#N.[Zn+2].[C-]#N (zinc cyanide), C=1C=CC(=CC1)/C=C/C(=O)/C=C/C2=CC=CC=C2.C=1C=CC(=CC1)/C=C/C(=O)/C=C/C2=CC=CC=C2.C=1C=CC(=CC1)/C=C/C(=O)/C=C/C2=CC=CC=C2.[Pd].[Pd] (tris(dibenzylideneacetone)dipalladium(0)), C1(=CC=CC=C1)P([C-]1C=CC=C1)C1=CC=CC=C1.[C-]1(C=CC=C1)P(C1=CC=CC=C1)C1=CC=CC=C1.[Fe+2] (1,1′-bis(diphenylphosphino)ferrocene). Solvent: O (water), O (water). Conditions: temperature 110 celsius. Product: C(C)(C)(C)OC(N[C@@H]1C(C2=CC(=CC=C2C[C@H]1OC)C#N)(CC)CC)=O (trans-(7-Cyano-1,1-diethyl-3-methoxy-1,2,3,4-tetrahydronaphthalen-2-yl)-carbamic acid tert-butyl ester). The yield is 93.9%. Reaction SMILES: [C:1]([O:5][C:6]([NH:8][CH:9]1[C:18]([CH2:21][CH3:22])([CH2:19][CH3:20])[C:17]2[CH:16]=[C:15](OS(C(F)(F)F)(=O)=O)[CH:14]=[CH:13][C:12]=2[CH2:11][CH:10]1[O:31][CH3:32])=[O:7])([CH3:4])([CH3:3])[CH3:2].[CH3:33][N:34](C)C=O>[C-]#N.[Zn+2].[C-]#N.C1C=CC(/C=C/C(/C=C/C2C=CC=CC=2)=O)=CC=1.C1C=CC(/C=C/C(/C=C/C2C=CC=CC=2)=O)=CC=1.C1C=CC(/C=C/C(/C=C/C2C=CC=CC=2)=O)=CC=1.[Pd].[Pd].C1(P(C2C=CC=CC=2)[C-]2C=CC=C2)C=CC=CC=1.[C-]1(P(C2C=CC=CC=2)C2C=CC=CC=2)C=CC=C1.[Fe+2].O>[C:1]([O:5][C:6](=[O:7])[NH:8][C@H:9]1[C@H:10]([O:31][CH3:32])[CH2:11][C:12]2[C:17](=[CH:16][C:15]([C:33]#[N:34])=[CH:14][CH:13]=2)[C:18]1([CH2:19][CH3:20])[CH2:21][CH3:22])([CH3:3])([CH3:4])[CH3:2] |f:2.3.4,5.6.7.8.9,10.11.12|. Procedure: Trifluoro-methanesulfonic acid 7-tert-butoxycarbonylamino-8,8-diethyl-6-methoxy-5,6,7,8-tetrahydro-naphthalen-2-yl ester (236.6 g, 0.49 mol) was dissolved in N,N-dimethylformamide (851 mL, 10.99 mol) and water (23.8 mL, 1.32 mol) at room temperature. The solution was purged with nitrogen for 5 min, and then connected to house vacuum for 5 min. Nitrogen purging and exposure to vacuum was repeated twice. To the reaction mixture was added zinc cyanide (34.2 g, 0.29 mol), tris(dibenzylideneacetone)d... The reactants are CO, COC(=O)c1ccc(C2C(O)CNCC2CO)cc1, COC(=O)c1ccc(C2C(O)CN(C(=O)OC(C)(C)C)CC2CO)cc1, ClC(c1ccccc1)(c1ccccc1)c1ccccc1. Yields the product COC(=O)c1ccc(C2C(O)CN(C(=O)OC(C)(C)C)CC2COC(c2ccccc2)(c2ccccc2)c2ccccc2)cc1. Reaction SMILES: [CH3:66][OH:67].[OH:1][CH:2]1[CH:3]([c:4]2[cH:5][cH:6][c:7]([C:8]([O:9][CH3:10])=[O:11])[cH:12][cH:13]2)[CH:14]([CH2:15][OH:16])[CH2:17][NH:18][CH2:19]1.[OH:20][CH:21]1[CH2:22][N:23]([C:39](=[O:40])[O:41][C:42]([CH3:43])([CH3:44])[CH3:45])[CH2:24][CH:25]([CH2:37][OH:38])[CH:26]1[c:27]1[cH:28][cH:29][c:30]([C:33](=[O:34])[O:35][CH3:36])[cH:31][cH:32]1.[c:46]1([C:52]([Cl:53])([c:54]2[cH:55][cH:56][cH:57][cH:58][cH:59]2)[c:60]2[cH:61][cH:62][cH:63][cH:64][cH:65]2)[cH:47][cH:48][cH:49][cH:50][cH:51]1>>[OH:20][CH:21]1[CH2:22][N:23]([C:39](=[O:40])[O:41][C:42]([CH3:43])([CH3:44])[CH3:45])[CH2:24][CH:25]([CH2:37][O:38][C:52]([c:46]2[cH:47][cH:48][cH:49][cH:50][cH:51]2)([c:54]2[cH:55][cH:56][cH:57][cH:58][cH:59]2)[c:60]2[cH:61][cH:62][cH:63][cH:64][cH:65]2)[CH:26]1[c:27]1[cH:28][cH:29][c:30]([C:33](=[O:34])[O:35][CH3:36])[cH:31][cH:32]1.